This data is from the Open Reaction Database (ORD), a public repository of structured organic reaction records. The task is: describe an organic reaction: reactants, conditions, products, and yield The reactants are CC(=O)[O-], CC(=O)[O-], CCOC(C)=O, ClCCl, [Cu+2], COc1ccc(Oc2c(C)cc([N+](=O)[O-])cc2C)cc1O, OB(O)c1ccccc1. The product is COc1ccc(Oc2c(C)cc([N+](=O)[O-])cc2C)cc1Oc1ccccc1. As a reaction SMILES: [C:40]([O-:41])(=[O:42])[CH3:43].[C:45]([O-:46])(=[O:47])[CH3:48].[CH3:31][CH2:32][O:33][C:34](=[O:35])[CH3:36].[Cl:37][CH2:38][Cl:39].[Cu+2:44].[OH:1][c:2]1[cH:3][c:4]([O:5][c:6]2[c:7]([CH3:16])[cH:8][c:9]([N+:13](=[O:14])[O-:15])[cH:10][c:11]2[CH3:12])[cH:17][cH:18][c:19]1[O:20][CH3:21].[OH:22][B:23]([OH:24])[c:25]1[cH:26][cH:27][cH:28][cH:29][cH:30]1>>[O:1]([c:2]1[cH:3][c:4]([O:5][c:6]2[c:7]([CH3:16])[cH:8][c:9]([N+:13](=[O:14])[O-:15])[cH:10][c:11]2[CH3:12])[cH:17][cH:18][c:19]1[O:20][CH3:21])[c:25]1[cH:26][cH:27][cH:28][cH:29][cH:30]1. Product: C(C)OC(C(CCC(=O)OCC)NC(CCC1=CC=C(C=C1)O)=O)=O (2-[3-(4-hydroxyphenyl)propionylamino]pentanedioic acid diethyl ester). Reported procedure: Following the same procedure of Example 4 except that 3-(4-hydroxyphenyl)propionic acid (1.0 g, 6.0 mmol) and glutamic acid diethyl ester (1.34 g, 6.6 mmol) were used, 1.9 g of the title compound was obtained. The compound was finally purified by silica gel column chromatography (column size: 25 mm×150 mm, silica gel 70-230 mesh, eluent: hexane/EtOAc (1/1)). The results of analyses of the compound are as follows: RXN SMILES: [OH:1][C:2]1[CH:7]=[CH:6][C:5]([CH2:8][CH2:9][C:10]([OH:12])=O)=[CH:4][CH:3]=1.[CH2:13]([O:15][C:16](=[O:26])[C@H:17]([CH2:19][CH2:20][C:21]([O:23][CH2:24][CH3:25])=[O:22])[NH2:18])[CH3:14]>>[CH2:13]([O:15][C:16](=[O:26])[CH:17]([NH:18][C:10](=[O:12])[CH2:9][CH2:8][C:5]1[CH:4]=[CH:3][C:2]([OH:1])=[CH:7][CH:6]=1)[CH2:19][CH2:20][C:21]([O:23][CH2:24][CH3:25])=[O:22])[CH3:14]. Isolated yield 90.1%. Reactants: OC1=CC=C(C=C1)CCC(=O)O (3-(4-hydroxyphenyl)propionic acid), C(C)OC([C@@H](N)CCC(=O)OCC)=O (glutamic acid diethyl ester). Reactants: O=C1N(N=CC(N1)=O)C=1C=CC(=C(C(=O)NCC2(CCCCCC2)O)C1)C (5-(3,5-Dioxo-4,5-dihydro-3H-[1,2,4]triazin-2-yl)-N-(1-hydroxy-cycloheptylmethyl)-2-methyl-benzamide), Cs2CO, BrCC(=O)N (2-Bromoacetamide). Run in O (water), CS(=O)C (DMSO). Run at time 14 hour. Yields the product C(N)(=O)CN1C(N(N=CC1=O)C=1C=CC(=C(C(=O)NCC2(CCCCCC2)O)C1)C)=O (5-(4-Carbamoylmethyl-3,5-dioxo-4,5-dihydro-3H-[1,2,4]triazin-2-yl)-N-(1-hydroxy-cycloheptylmethyl)-2-methyl-benzamide). Yield: 45.5%. Reaction SMILES: [O:1]=[C:2]1[NH:7][C:6](=[O:8])[CH:5]=[N:4][N:3]1[C:9]1[CH:10]=[CH:11][C:12]([CH3:27])=[C:13]([CH:26]=1)[C:14]([NH:16][CH2:17][C:18]1([OH:25])[CH2:24][CH2:23][CH2:22][CH2:21][CH2:20][CH2:19]1)=[O:15].Br[CH2:29][C:30]([NH2:32])=[O:31]>CS(C)=O.O>[C:30]([CH2:29][N:7]1[C:6](=[O:8])[CH:5]=[N:4][N:3]([C:9]2[CH:10]=[CH:11][C:12]([CH3:27])=[C:13]([CH:26]=2)[C:14]([NH:16][CH2:17][C:18]2([OH:25])[CH2:24][CH2:23][CH2:22][CH2:21][CH2:20][CH2:19]2)=[O:15])[C:2]1=[O:1])(=[O:31])[NH2:32]. Procedure details: A slurry of 5-(3,5-Dioxo-4,5-dihydro-3H-[1,2,4]triazin-2-yl)-N-(1-hydroxy-cycloheptylmethyl)-2-methyl-benzamide (200.0 mg, 0.537 mmol) and Cs2CO, (290.3 mg, 0.891 mmol) were stirred in DMSO (1.79 mL, 0.3 M) at ambient temperature for 15 minutes. 2-Bromoacetamide (74.1 mg, 0.537 mmol) was added and the reaction stirred at ambient temperature for 14 hours. The reaction was diluted with water (15-fold) and the aqueous extracted with CH2Cl2 (3×). The organics were dried over sodium sulfate, and conc... Starting materials: C(\C=C\C)=O (crotonaldehyde), C(CCCCCCCCCCC)S (n-dodecyl mercaptan). Run in C(C)N(CC)CC (triethylamine). Run at time 1.5 hour. Yields the product C(CCCCCCCCCCC)SC(CC=O)C (3-(n-Dodecylthio)-n-butanal). As a reaction SMILES: [CH:1](=[O:5])/[CH:2]=[CH:3]/[CH3:4].[CH2:6]([SH:18])[CH2:7][CH2:8][CH2:9][CH2:10][CH2:11][CH2:12][CH2:13][CH2:14][CH2:15][CH2:16][CH3:17]>C(N(CC)CC)C>[CH2:6]([S:18][CH:3]([CH3:4])[CH2:2][CH:1]=[O:5])[CH2:7][CH2:8][CH2:9][CH2:10][CH2:11][CH2:12][CH2:13][CH2:14][CH2:15][CH2:16][CH3:17]. Procedure details: 14.02 Grams of crotonaldehyde (0.20 mole) is added dropwise over a 40-minute period at 60° to 65° C. to a solution of 41.2 grams of n-dodecyl mercaptan (0.20 moles) and 0.66 grams of triethylamine after which heating and stirring are continued at 85° C. for 1.5 hours. Analysis of the reaction mixture indicates that the reaction is then substantially complete. The product is isolated as a light yellow liquid by stripping off the volatiles. Starting materials: C1CCNC1, CC(=O)O, ClCCl, [Na+], [OH-], O=Cc1ccc(-c2ccc(C=O)cc2)cc1. The product is O=Cc1ccc(-c2ccc(CN3CCCC3)cc2)cc1. Reaction SMILES: [CH2:17]1[CH2:18][CH2:19][NH:20][CH2:21]1.[CH3:22][C:23](=[O:24])[OH:25].[Cl:28][CH2:29][Cl:30].[Na+:27].[OH-:26].[c:1]1(-[c:9]2[cH:10][cH:11][c:12]([CH:15]=[O:16])[cH:13][cH:14]2)[cH:2][cH:3][c:4]([CH:7]=[O:8])[cH:5][cH:6]1>>[c:1]1(-[c:9]2[cH:10][cH:11][c:12]([CH2:15][N:20]3[CH2:19][CH2:18][CH2:17][CH2:21]3)[cH:13][cH:14]2)[cH:2][cH:3][c:4]([CH:7]=[O:8])[cH:5][cH:6]1. The reactants are C(C)OC(=O)C1=CC=C(C=C1)N(N)C(=O)OC(C)(C)C (tert-butyl 1-(4-(ethoxycarbonyl)phenyl)hydrazinecarboxylate), CC(CC)=O (butan-2-one), TsOH monohydrate, C1(=CC=CC=C1)C (toluene). Conditions: temperature 80 celsius. Product: CC=1NC2=CC=C(C=C2C1C)C(=O)OCC (Ethyl 2,3-dimethyl-1H-indole-5-carboxylate). Reaction SMILES: [CH2:1]([O:3][C:4]([C:6]1[CH:11]=[CH:10][C:9]([N:12]([C:14](OC(C)(C)C)=O)N)=[CH:8][CH:7]=1)=[O:5])[CH3:2].[CH3:21][C:22](=O)CC.[C:26]1(C)C=CC=CC=1>>[CH3:26][C:14]1[NH:12][C:9]2[C:8]([C:21]=1[CH3:22])=[CH:7][C:6]([C:4]([O:3][CH2:1][CH3:2])=[O:5])=[CH:11][CH:10]=2. Procedure details: A mixture of tert-butyl 1-(4-(ethoxycarbonyl)phenyl)hydrazinecarboxylate (5.27 g, 18.8 mmol), butan-2-one (2.53 mL, 28.2 mmol), and TsOH monohydrate (21.5 g, 112.8 mmol) in toluene (300 mL) was heated at 80° C. for 2 h. The reaction mixture was allowed to cool to room temperature and filtered. The filtrate was concentrated and then purified by flash chromatography (AcOEt/Hexane 5%) to obtain the title compound. ESI-MS (m/z): 218 [M+H]+. Starting materials: CC1([C@@H](N2[C@H](S1)[C@@H](C2=O)NC(=O)CC=3C=CC=CC3)C(=O)[O-])C.[K+] (penicillin), [K] (potassium), O(C1=CC=CC=C1)CC(=O)NC1[C@@H]2N(C(C(S2)(C)C)C(=O)O)C1=O (6-phenoxyacetamido-2,2-dimethylpenam-3-carboxylic acid), OOS(=O)[O-].[K+] (Oxone). Run in O (water), O (water). Conditions: time 10 minute. Yields the product CC1([C@@H](N2[C@H](S1=O)[C@@H](C2=O)NC(=O)CC3=CC=CC=C3)C(=O)O)C (penicillin sulfoxide). Yield: 98.0%. Reaction SMILES: [K].O(CC(NC1C(=O)N2C(C(O)=O)C(C)(C)S[C@H]12)=O)C1C=CC=CC=1.OO[S:28]([O-:30])=O.[K+].[CH3:32][C:33]1([CH3:54])S[C@@H:36]2[C@H:38]([NH:41][C:42]([CH2:44][C:45]3[CH:46]=[CH:47][CH:48]=[CH:49][CH:50]=3)=[O:43])[C:39](=[O:40])[N:35]2[C@H:34]1[C:51]([O-:53])=[O:52].[K+]>O>[CH3:32][C:33]1([CH3:54])[S:28](=[O:30])[C@@H:36]2[C@H:38]([NH:41][C:42]([CH2:44][C:45]3[CH:46]=[CH:47][CH:48]=[CH:49][CH:50]=3)=[O:43])[C:39](=[O:40])[N:35]2[C@H:34]1[C:51]([OH:53])=[O:52] |f:2.3,4.5,^1:0|. Procedure: To 50 ml. of water were added 19.4 grams (50 millimoles) of the potassium salt of 6-phenoxyacetamido-2,2-dimethylpenam-3-carboxylic acid. A solution of 20 grams (65 millimoles active oxygen) of Oxone® in 100 ml. water was added dropwise to the penicillin solution over a 45 minute period. The mixture was stirred for about 10 minutes at room temperature. The resulting precipitate was collected by filtration and washed with 25 ml. of water. The precipitate was dried in vacuo at 40° C. overnight to ... The reactants are N#CCc1cccc(Br)c1, CCCC[N+](CCCC)(CCCC)CCCC, CCOC(C)=O, CS(C)=O, [Na+], C1CCOC1, [OH-], O=S(=O)([O-])O. Yields the product N#CC1(c2cccc(Br)c2)CCOCC1. Reaction SMILES: [Br:1][c:2]1[cH:3][c:4]([CH2:8][C:9]#[N:10])[cH:5][cH:6][cH:7]1.[CH2:29]([N+:30]([CH2:31][CH2:32][CH2:33][CH3:34])([CH2:35][CH2:36][CH2:37][CH3:38])[CH2:39][CH2:40][CH2:41][CH3:42])[CH2:43][CH2:44][CH3:45].[CH3:18][CH2:19][O:20][C:21](=[O:22])[CH3:23].[CH3:46][S:47]([CH3:48])=[O:49].[Na+:17].[O:11]1[CH2:12][CH2:13][CH2:14][CH2:15]1.[OH-:16].[S:24]([O-:25])([OH:26])(=[O:27])=[O:28]>>[Br:1][c:2]1[cH:3][c:4]([C:8]2([C:9]#[N:10])[CH2:13][CH2:12][O:11][CH2:15][CH2:14]2)[cH:5][cH:6][cH:7]1. The reactants are ClC1=CC=C(C=C1)C=1C(=CC=CC1)C=O (4′-chlorobiphenyl-2-carboxaldehyde), N1C[C@@H](CC1)NC(OC(C)(C)C)=O ((R)-tert-butyl pyrrolidin-3-ylcarbamate), N1(CCNCC1)C(=O)OC(C)(C)C (tert-butyl piperazine-1-carboxylate). Yields the product O1CCC(CC1)N1C[C@@H](CC1)NC(OC(C)(C)C)=O ((R)-tert-butyl 1-(tetrahydro-2H-pyran-4-yl)pyrrolidin-3-ylcarbamate). Reaction SMILES: ClC1C=CC(C2[C:9]([CH:14]=[O:15])=[CH:10][CH:11]=[CH:12]C=2)=CC=1.[NH:16]1[CH2:20][CH2:19][C@@H:18]([NH:21][C:22](=[O:28])[O:23][C:24]([CH3:27])([CH3:26])[CH3:25])[CH2:17]1.N1(C(OC(C)(C)C)=O)CCNCC1>>[O:15]1[CH2:14][CH2:9][CH:10]([N:16]2[CH2:20][CH2:19][C@@H:18]([NH:21][C:22](=[O:28])[O:23][C:24]([CH3:26])([CH3:25])[CH3:27])[CH2:17]2)[CH2:11][CH2:12]1. Procedure details: The title compound was prepared by substituting dihydro-2H-pyran-4(3H)-one for 4′-chlorobiphenyl-2-carboxaldehyde and (R)-tert-butyl pyrrolidin-3-ylcarbamate for tert-butyl piperazine-1-carboxylate in EXAMPLE 1A.